From a dataset of the Open Reaction Database (ORD), a public repository of structured organic reaction records. describe an organic reaction: reactants, conditions, products, and yield Starting materials: COCCC1(C(=O)NC(Cc2ccc([N+](=O)[O-])cc2)C(=O)OC)CCCC1, COc1ccc(P2(=S)SP(=S)(c3ccc(OC)cc3)S2)cc1, Cc1ccccc1. Product: COCCC1(C(=S)NC(Cc2ccc([N+](=O)[O-])cc2)C(=O)OC)CCCC1. As a reaction SMILES: [CH3:1][O:2][C:3]([CH:4]([NH:5][C:6](=[O:7])[C:8]1([CH2:13][CH2:14][O:15][CH3:16])[CH2:9][CH2:10][CH2:11][CH2:12]1)[CH2:17][c:18]1[cH:19][cH:20][c:21]([N+:24](=[O:25])[O-:26])[cH:22][cH:23]1)=[O:27].[CH3:28][O:29][c:30]1[cH:31][cH:32][c:33]([P:34]2(=[S:37])[S:35][P:36]([c:38]3[cH:39][cH:40][c:41]([O:42][CH3:43])[cH:44][cH:45]3)(=[S:46])[S:47]2)[cH:48][cH:49]1.[CH3:50][c:51]1[cH:52][cH:53][cH:54][cH:55][cH:56]1>>[CH3:1][O:2][C:3]([CH:4]([NH:5][C:6]([C:8]1([CH2:13][CH2:14][O:15][CH3:16])[CH2:9][CH2:10][CH2:11][CH2:12]1)=[S:37])[CH2:17][c:18]1[cH:19][cH:20][c:21]([N+:24](=[O:25])[O-:26])[cH:22][cH:23]1)=[O:27].